This data is from the Open Reaction Database (ORD), a public repository of structured organic reaction records. The task is: describe an organic reaction: reactants, conditions, products, and yield The reactants are Cc1ncccc1Br, O=C(OOC(=O)c1ccccc1)c1ccccc1, ClC(Cl)(Cl)Cl, O=C1CCC(=O)N1Br. The product is BrCc1ncccc1Br. As a reaction SMILES: [Br:1][c:2]1[c:3]([CH3:8])[n:4][cH:5][cH:6][cH:7]1.[C:17]([O:18][O:19][C:20](=[O:21])[c:22]1[cH:23][cH:24][cH:25][cH:26][cH:27]1)(=[O:28])[c:29]1[cH:30][cH:31][cH:32][cH:33][cH:34]1.[C:35]([Cl:36])([Cl:37])([Cl:38])[Cl:39].[O:9]=[C:10]1[N:11]([Br:16])[C:12](=[O:13])[CH2:14][CH2:15]1>>[Br:1][c:2]1[c:3]([CH2:8][Br:16])[n:4][cH:5][cH:6][cH:7]1.